Dataset: the Open Reaction Database (ORD), a public repository of structured organic reaction records. Task: describe an organic reaction: reactants, conditions, products, and yield Reactants: CC=1C=C2C3=C(NC2=CC1)CC1CCCC3N1 (2-methyl-6,7,8,9,10,11-hexahydro-5H-7,11-epiminocycloocta[b]indole), C(#C)C1=CC(=CC=C1)C(F)(F)F (1-ethynyl-3-(trifluoromethyl)benzene). Product: CC=1C=C2C3=C(N(C2=CC1)\C=C\C1=CC(=CC=C1)C(F)(F)F)CC1CCCC3N1 (2-methyl-5-{(E)-2-[3-(trifluoromethyl)phenyl]vinyl}-6,7,8,9,10,11-hexahydro-5H-7,11-epiminocycloocta[b]indole). RXN SMILES: [CH3:1][C:2]1[CH:3]=[C:4]2[C:8](=[CH:9][CH:10]=1)[NH:7][C:6]1[CH2:11][CH:12]3[NH:17][CH:16]([C:5]2=1)[CH2:15][CH2:14][CH2:13]3.[C:18]([C:20]1[CH:25]=[CH:24][CH:23]=[C:22]([C:26]([F:29])([F:28])[F:27])[CH:21]=1)#[CH:19]>>[CH3:1][C:2]1[CH:3]=[C:4]2[C:8](=[CH:9][CH:10]=1)[N:7](/[CH:19]=[CH:18]/[C:20]1[CH:25]=[CH:24][CH:23]=[C:22]([C:26]([F:27])([F:28])[F:29])[CH:21]=1)[C:6]1[CH2:11][CH:12]3[NH:17][CH:16]([C:5]2=1)[CH2:15][CH2:14][CH2:13]3. Procedure: The coupling of 2-methyl-6,7,8,9,10,11-hexahydro-5H-7,11-epiminocycloocta[b]indole (1132 mg, 5.0 mmol; Example 118A) and 1-ethynyl-3-(trifluoromethyl)benzene (1701 mg, 10.0 mmol; Aldrich) was performed according to the procedure described in Example 20 to afford the title compound as the major isomeric product: 1H NMR (300 MHz, methanol-d4) δ ppm 1.34-1.54 (m, 2H), 1.67-1.80 (m, 2H), 1.89-2.07 (m, 2H), 2.42 (s, 3H), 2.84 (d, J=17 Hz, 1H), 3.34-3.45 (m, 1H), 3.68 (t, J=5 Hz, 1H), 4.41 (t, J=3 Hz,...